This data is from the Open Reaction Database (ORD), a public repository of structured organic reaction records. The task is: describe an organic reaction: reactants, conditions, products, and yield Reactants: C1(=CC=CC=C1)C(C1=CC=CC=C1)(C1=CC=CC=C1)Cl (Triphenylmethyl chloride), C(CC#C)O (but-3-yne-1-ol), N1=CC=CC=C1 (pyridine). The solvent is ClCCl (dichloromethane). Conditions: time 8 hour. The product is C1(=CC=CC=C1)C(OCCC#C)(C1=CC=CC=C1)C1=CC=CC=C1 (4-triphenylmethyloxybut-1-yne). The yield is 53.3%. Reaction SMILES: [C:1]1([C:7](Cl)([C:14]2[CH:19]=[CH:18][CH:17]=[CH:16][CH:15]=2)[C:8]2[CH:13]=[CH:12][CH:11]=[CH:10][CH:9]=2)[CH:6]=[CH:5][CH:4]=[CH:3][CH:2]=1.[CH2:21]([OH:25])[CH2:22][C:23]#[CH:24].N1C=CC=CC=1>ClCCl>[C:1]1([C:7]([C:14]2[CH:19]=[CH:18][CH:17]=[CH:16][CH:15]=2)([C:8]2[CH:13]=[CH:12][CH:11]=[CH:10][CH:9]=2)[O:25][CH2:21][CH2:22][C:23]#[CH:24])[CH:6]=[CH:5][CH:4]=[CH:3][CH:2]=1. Procedure: Triphenylmethyl chloride (122 g, 0.44 mol) is added to a solution of but-3-yne-1-ol (25 g, 0.36 mol) in dichloromethane (400 ml) containing pyridine (50 ml) and stirred overnight at room temperature. The reaction mixture is filtered and washed with cold dilute hydrochloric acid, aqueous sodium bicarbonate and water. The dried solution is concentrated to a solid which is crystallized from ether-petroleum ether to give 4-triphenylmethyloxybut-1-yne (60 g), m.p. 97°-99° (ether-petroleum ether). The reactants are ClC(C)Cl (dichloroethane), BrC=1C=C(C(=O)Cl)C=CC1 (3-bromobenzoyl chloride), O1OOCCC1 (trioxane). The reagents and catalysts are [Cl-].[Cl-].[Cl-].[Cl-].[Zr+4] (zirconium tetrachloride). Run in O (Water). Conditions: time 20 minute. The product is BrC=1C=C(C(=O)OCCl)C=CC1 (chloromethyl 3-bromobenzoate). As a reaction SMILES: Cl[CH:2]([Cl:4])C.[Br:5][C:6]1[CH:7]=[C:8]([CH:12]=[CH:13][CH:14]=1)[C:9](Cl)=[O:10].[O:15]1CCCOO1>[Cl-].[Cl-].[Cl-].[Cl-].[Zr+4].O>[Br:5][C:6]1[CH:7]=[C:8]([CH:12]=[CH:13][CH:14]=1)[C:9]([O:15][CH2:2][Cl:4])=[O:10] |f:3.4.5.6.7|. Procedure details: To 10 ml of dichloroethane were added 0.96 g of zirconium tetrachloride and 1 g of 3-bromobenzoyl chloride, and the mixture was stirred at room temperature for 20 minutes. At 10° C., 0.15 g of trioxane was added, and the mixture was stirred for 10 minutes, and further stirred at room temperature for 2 hours. Water was added slowly under ice-cooling, the resultant solution was extracted with chloroform three times, and the organic layers were combined, washed with an aqueous saturated sodium bica... Starting materials: O=C1CCC(=O)N1Br, OCC(=C(c1ccc(F)cc1)c1ccc(F)cc1)n1cnnn1, C1CCOC1, c1ccc(P(c2ccccc2)c2ccccc2)cc1, O=P(c1ccccc1)(c1ccccc1)c1ccccc1. Product: Fc1ccc(C(=C(CBr)n2cnnn2)c2ccc(F)cc2)cc1. RXN SMILES: [Br:43][N:44]1[C:45](=[O:46])[CH2:47][CH2:48][C:49]1=[O:50].[F:1][c:2]1[cH:3][cH:4][c:5]([C:8](=[C:9]([CH2:10][OH:11])[n:12]2[n:13][n:14][n:15][cH:16]2)[c:17]2[cH:18][cH:19][c:20]([F:23])[cH:21][cH:22]2)[cH:6][cH:7]1.[O:71]1[CH2:72][CH2:73][CH2:74][CH2:75]1.[c:24]1([P:25]([c:26]2[cH:27][cH:28][cH:29][cH:30][cH:31]2)[c:32]2[cH:33][cH:34][cH:35][cH:36][cH:37]2)[cH:38][cH:39][cH:40][cH:41][cH:42]1.[c:51]1([P:52](=[O:53])([c:54]2[cH:55][cH:56][cH:57][cH:58][cH:59]2)[c:60]2[cH:61][cH:62][cH:63][cH:64][cH:65]2)[cH:66][cH:67][cH:68][cH:69][cH:70]1>>[F:1][c:2]1[cH:3][cH:4][c:5]([C:8](=[C:9]([CH2:10][Br:43])[n:12]2[n:13][n:14][n:15][cH:16]2)[c:17]2[cH:18][cH:19][c:20]([F:23])[cH:21][cH:22]2)[cH:6][cH:7]1. Procedure: (S)-1-(6-Fluoro-1-phenyl-1H-benzoimidazol-2-yl)ethylamine dihydrochloride (0.106 g, 0.32 mmol), 4-chloroimidazo[2,1-f][1,2,4]triazine (WO2010/014930) (0.050 g, 0.32 mmol) and diisopropylethylamine (0.222 mL, 1.28 mmol) in isopropanol (2 mL) was heated to 60° C. in a sealed tube for 0.5 h. The reaction mixture was cooled and diluted with EtOAc (20 mL) and washed with water (2 mL) The organic extracts were dried (Na2SO4), evaporated to dryness and purified by column chromatography (Si—PCC, gradien... The yield is 78.7%. Reaction SMILES: Cl.Cl.[F:3][C:4]1[CH:5]=[CH:6][C:7]2[N:11]=[C:10]([C@@H:12]([NH2:14])[CH3:13])[N:9]([C:15]3[CH:20]=[CH:19][CH:18]=[CH:17][CH:16]=3)[C:8]=2[CH:21]=1.Cl[C:23]1[C:28]2=[N:29][CH:30]=[CH:31][N:27]2[N:26]=[CH:25][N:24]=1.C(N(C(C)C)CC)(C)C>C(O)(C)C.CCOC(C)=O>[F:3][C:4]1[CH:5]=[CH:6][C:7]2[N:11]=[C:10]([C@@H:12]([NH:14][C:23]3[C:28]4=[N:29][CH:30]=[CH:31][N:27]4[N:26]=[CH:25][N:24]=3)[CH3:13])[N:9]([C:15]3[CH:16]=[CH:17][CH:18]=[CH:19][CH:20]=3)[C:8]=2[CH:21]=1 |f:0.1.2|. The product is FC=1C=CC2=C(N(C(=N2)[C@H](C)NC2=NC=NN3C2=NC=C3)C3=CC=CC=C3)C1 ([(S)-1-(6-Fluoro-1-phenyl-1H-benzoimidazol-2-yl)-ethyl]-imidazo[2,1-f][1,2,4]triazin-4-yl-amine). Run in C(C)(C)O (isopropanol), CCOC(=O)C (EtOAc). Reactants: Cl.Cl.FC=1C=CC2=C(N(C(=N2)[C@H](C)N)C2=CC=CC=C2)C1 ((S)-1-(6-Fluoro-1-phenyl-1H-benzoimidazol-2-yl)ethylamine dihydrochloride), ClC1=NC=NN2C1=NC=C2 (4-chloroimidazo[2,1-f][1,2,4]triazine), C(C)(C)N(CC)C(C)C (diisopropylethylamine). Reactants: solid, Cl.Cl.Cl.O1CCC=2C1=C(N=CC2)N2CCN(CC2)CC[C@@H]2CC[C@H](CC2)N (trans-4-{2-[4-(2,3-dihydro-furo[2,3-c]pyridin-7-yl)-piperazin-1-yl]-ethyl}-cyclohexylamine trihydrochloride), Cl.Cl.Cl.O1CCC=2C1=C(N=CC2)N2CCN(CC2)CC[C@@H]2CC[C@H](CC2)N (trans-4-{2-[4-(2,3-dihydro-furo[2,3-c]pyridin-7-yl)-piperazin-1-yl]-ethyl}-cyclohexylamine trihydrochloride), O[C@@H](CC(=O)O)CC ((R)-3-hydroxy-pentanoic acid). Product: O1CCC=2C1=C(N=CC2)N2CCN(CC2)CC[C@@H]2CC[C@H](CC2)NC(C[C@@H](CC)O)=O ((R)-3-Hydroxy-pentanoic acid trans-(4-{2-[4-(2,3-dihydro-furo[2,3-c]pyridin-7-yl)-piperazin-1-yl]-ethyl}-cyclohexyl)-amide). RXN SMILES: Cl.Cl.Cl.[O:4]1[C:8]2=[C:9]([N:13]3[CH2:18][CH2:17][N:16]([CH2:19][CH2:20][C@H:21]4[CH2:26][CH2:25][C@H:24]([NH2:27])[CH2:23][CH2:22]4)[CH2:15][CH2:14]3)[N:10]=[CH:11][CH:12]=[C:7]2[CH2:6][CH2:5]1.[OH:28][C@H:29]([CH2:34][CH3:35])[CH2:30][C:31](O)=[O:32]>>[O:4]1[C:8]2=[C:9]([N:13]3[CH2:18][CH2:17][N:16]([CH2:19][CH2:20][C@H:21]4[CH2:26][CH2:25][C@H:24]([NH:27][C:31](=[O:32])[CH2:30][C@H:29]([OH:28])[CH2:34][CH3:35])[CH2:23][CH2:22]4)[CH2:15][CH2:14]3)[N:10]=[CH:11][CH:12]=[C:7]2[CH2:6][CH2:5]1 |f:0.1.2.3|. Procedure details: The title compound, white solid (56 mg, 52%), MS (ISP) m/z=431.5 [(M+H)+], mp 146° C., was prepared in accordance with the general method of example 5 from trans-4-{2-[4-(2,3-dihydro-furo[2,3-c]pyridin-7-yl)-piperazin-1-yl]-ethyl}-cyclohexylamine trihydrochloride (intermediate B) (110 mg, 0.25 mmol) and (R)-3-hydroxy-pentanoic acid. Starting materials: [OH-].[Na+] (NaOH), CC=CC(=O)Cl (methylacryloyl chloride), sodium isopropylbenzene peroxide, OO.C(C)(C)C1=CC=CC=C1 (isopropylbenzene hydrogen peroxide), C1=CC=CC=2SC3=CC=CC=C3NC12 (phenothiazine), C1=CC=CC=2SC3=CC=CC=C3NC12 (phenothiazine). The solvent is C1CCOC1 (THF), C1CCOC1 (THF). Yields the product C(C(=C)C)(=O)O.C(C)(C)OOC1=CC=CC=C1 (isopropylphenyl peroxide methacrylate). The yield is 88.2%. Reaction SMILES: [OH-:1].[Na+].[OH:3]O.[CH:5]([C:8]1[CH:13]=[CH:12]C=CC=1)([CH3:7])[CH3:6].[CH:14]1[C:27]2NC3C(=CC=CC=3)SC=2C=CC=1.[CH3:28][CH:29]=[CH:30][C:31](Cl)=[O:32]>C1COCC1>[C:8]([OH:3])(=[O:1])[C:5]([CH3:7])=[CH2:6].[CH:13]([O:1][O:32][C:31]1[CH:14]=[CH:27][CH:28]=[CH:29][CH:30]=1)([CH3:12])[CH3:8] |f:0.1,2.3,7.8|. Procedure details: Drop 100 mL of NaOH solution at a mass percentage of 20% into isopropylbenzene hydrogen peroxide (30.0004 g, 0.2 mol) solution dissolved in THF (20 mL) and added with phenothiazine (0.0199 g, 0.2 mmol), and control the temperature at 0˜15° C. After completing addition, let it react for 60 min to generate a sodium isopropylbenzene peroxide solution. Then drop the methylacryloyl chloride (21.0103 g, 0.2 mol) solution dissolved in THF (20 mL) and added with phenothiazine (0.0198 g, 0.01 mmol), cont... Reactants: OCCC1CC(=O)OC1 (3-(2-hydroxyethyl)butyrolactone), CO (methanol). Product: esters, O1CCC(CC1)C(=O)O (tetrahydropyran-4-carboxylic acid). RXN SMILES: O[CH2:2][CH2:3][CH:4]1[CH2:9][O:8][C:6](=[O:7])[CH2:5]1.C[OH:11]>>[O:7]1[CH2:2][CH2:3][CH:4]([C:9]([OH:8])=[O:11])[CH2:5][CH2:6]1. Procedure details: It is known that 3-(2-hydroxyethyl)butyrolactone can be reacted with methanol to give esters of tetrahydropyran-4-carboxylic acid (EP-A-284 969). This reaction results in a mixture containing esters of tetrahydropyran-4-carboxylic acid, 3-(2-hydroxyethyl)butyrolactone, 3-(2-methoxyethyl)butyrolactone, 3-spirocyclopropylbutyrolactone, methanol, possibly water, possibly acetic acid and possibly methyl acetate, which involves problems in working up.